The task is: describe an organic reaction: reactants, conditions, products, and yield. This data is from the Open Reaction Database (ORD), a public repository of structured organic reaction records. Reactants: O (Water), BrC1=C(C#N)C=CC(=C1)F (2-bromo-4-fluorobenzonitrile), C(C1=CC=CC=C1)OC[C@@H](N)C(=O)N (O-benzyl-D-serinamide), CCN(C(C)C)C(C)C (DIEA). Run in CCOC(=O)C (EtOAc), CS(=O)C (DMSO). Yields the product C(C1=CC=CC=C1)OC[C@H](C(=O)N)NC1=CC(=C(C=C1)C#N)Br ((R)-3-(benzyloxy)-2-(3-bromo-4-cyanophenylamino)propanamide). Isolated yield 17.6%. RXN SMILES: [Br:1][C:2]1[CH:9]=[C:8](F)[CH:7]=[CH:6][C:3]=1[C:4]#[N:5].[CH2:11]([O:18][CH2:19][C@H:20]([C:22]([NH2:24])=[O:23])[NH2:21])[C:12]1[CH:17]=[CH:16][CH:15]=[CH:14][CH:13]=1.CCN(C(C)C)C(C)C.O>CS(C)=O.CCOC(C)=O>[CH2:11]([O:18][CH2:19][C@@H:20]([NH:21][C:8]1[CH:7]=[CH:6][C:3]([C:4]#[N:5])=[C:2]([Br:1])[CH:9]=1)[C:22]([NH2:24])=[O:23])[C:12]1[CH:17]=[CH:16][CH:15]=[CH:14][CH:13]=1. Procedure: A solution of 2-bromo-4-fluorobenzonitrile (200 mg, 1.00 mmol), O-benzyl-D-serinamide (290 mg, 1.49 mmol) and DIEA (0.466 mL, 2.68 mmol) in DMSO (3 mL) was stirred at 100 C for 18 h. Water and EtOAc were added. The organic phase was separated, washed with 1N HCl, dried over Na2SO4, concentrated in vacuo. The residue was purified by a silica gel column, eluted with 0-60% EtOAc in hexane to give (R)-3-(benzyloxy)-2-(3-bromo-4-cyanophenylamino)propanamide (66 mg).